Dataset: the Open Reaction Database (ORD), a public repository of structured organic reaction records. Task: describe an organic reaction: reactants, conditions, products, and yield The reactants are COc1cc(Br)ccc1OCC(C)(C)O, CNCCNC, ClCCl, [Cu]I, O=c1cc(-c2ccc(C(F)(F)F)cc2)cn[nH]1, CN(C)C=O. Yields the product COc1cc(-n2ncc(-c3ccc(C(F)(F)F)cc3)cc2=O)ccc1OCC(C)(C)O. As a reaction SMILES: [Br:24][c:25]1[cH:26][c:27]([O:37][CH3:38])[c:28]([O:29][CH2:30][C:31]([CH3:32])([OH:33])[CH3:34])[cH:35][cH:36]1.[CH3:1][NH:2][CH2:3][CH2:4][NH:5][CH3:6].[Cl:44][CH2:45][Cl:46].[Cu:47][I:48].[F:7][C:8]([c:9]1[cH:10][cH:11][c:12](-[c:15]2[cH:16][c:17](=[O:21])[nH:18][n:19][cH:20]2)[cH:13][cH:14]1)([F:22])[F:23].[O:39]=[CH:40][N:41]([CH3:42])[CH3:43]>>[F:7][C:8]([c:9]1[cH:10][cH:11][c:12](-[c:15]2[cH:16][c:17](=[O:21])[n:18](-[c:25]3[cH:26][c:27]([O:37][CH3:38])[c:28]([O:29][CH2:30][C:31]([CH3:32])([OH:33])[CH3:34])[cH:35][cH:36]3)[n:19][cH:20]2)[cH:13][cH:14]1)([F:22])[F:23]. Reactants: C(C)(C)(C)OC(=O)N[C@H](CNC1=NC(=C(C(=O)OC)C(=C1)C#N)NC=1C=C(C=CC1)C)COC ((R)-methyl 6-(2-(tert-butoxycarbonylamino)-3-methoxypropylamino)-4-cyano-2-(m-tolylamino)nicotinate), C([O-])([O-])=O.[K+].[K+] (Potassium carbonate). The reagents and catalysts are [Pt](=O)=O (platinum(IV) oxide). Solvent: C(Cl)Cl (DCM), C(C)(=O)O (acetic acid), C(Cl)Cl (DCM). Run at time 16 hour. Product: COC[C@@H](CNC1=CC2=C(C(=N1)NC=1C=C(C=CC1)C)C(NC2)=O)NC(OC(C)(C)C)=O ((R)-tert-Butyl 1-methoxy-3-(3-oxo-4-(m-tolylamino)-2,3-dihydro-1H-pyrrolo[3,4-c]pyridin-6-ylamino)propan-2-ylcarbamate). As a reaction SMILES: [C:1]([O:5][C:6]([NH:8][C@@H:9]([CH2:32][O:33][CH3:34])[CH2:10][NH:11][C:12]1[CH:21]=[C:20]([C:22]#[N:23])[C:15]([C:16]([O:18]C)=O)=[C:14]([NH:24][C:25]2[CH:26]=[C:27]([CH3:31])[CH:28]=[CH:29][CH:30]=2)[N:13]=1)=[O:7])([CH3:4])([CH3:3])[CH3:2].C(=O)([O-])[O-].[K+].[K+]>C(O)(=O)C.C(Cl)Cl.[Pt](=O)=O>[CH3:34][O:33][CH2:32][C@H:9]([NH:8][C:6](=[O:7])[O:5][C:1]([CH3:3])([CH3:2])[CH3:4])[CH2:10][NH:11][C:12]1[N:13]=[C:14]([NH:24][C:25]2[CH:26]=[C:27]([CH3:31])[CH:28]=[CH:29][CH:30]=2)[C:15]2[C:16](=[O:18])[NH:23][CH2:22][C:20]=2[CH:21]=1 |f:1.2.3|. Reported procedure: To a round-bottomed flask was added (R)-methyl 6-(2-(tert-butoxycarbonylamino)-3-methoxypropylamino)-4-cyano-2-(m-tolylamino)nicotinate (84.5 mg, 0.180 mmol) in acetic acid (3 mL) and DCM (10 mL). To the resulting yellow solution was added platinum(IV) oxide (4.09 mg, 0.018 mmol). The flask was evacuated and back filled with hydrogen (3×1 atm). The reaction mixture was stirred vigorously at RT for 16 h, subsequently diluted with DCM (10 mL), and filtered through Celite. The filtrate was concentr... Starting materials: C(CCC)C=1N(C(C(=C(N1)C)CC(C(C)(C)C)=O)=O)CC1=CC=C(C=C1)C=1C(=CC=CC1)C#N (4′-{[2-butyl-5-(3,3-dimethyl-2-oxobutyl)-4-methyl-6-oxopyrimidin-1(6H)-yl]methyl}biphenyl-2-carbonitrile), sodium tetrahydroboron, C(C)(=O)OCC (Ethyl acetate), O (water). The solvent is C(C)O (ethanol). Run at time 3 hour. Product: C(CCC)C=1N(C(C(=C(N1)C)CC(C(C)(C)C)O)=O)CC1=CC=C(C=C1)C=1C(=CC=CC1)C#N (4′-{[2-butyl-5-(2-hydroxy-3,3-dimethylbutyl)-4-methyl-6-oxopyrimidin-1(6H)-yl]methyl}biphenyl-2-carbonitrile). As a reaction SMILES: [CH2:1]([C:5]1[N:6]([CH2:20][C:21]2[CH:26]=[CH:25][C:24]([C:27]3[C:28]([C:33]#[N:34])=[CH:29][CH:30]=[CH:31][CH:32]=3)=[CH:23][CH:22]=2)[C:7](=[O:19])[C:8]([CH2:12][C:13](=[O:18])[C:14]([CH3:17])([CH3:16])[CH3:15])=[C:9]([CH3:11])[N:10]=1)[CH2:2][CH2:3][CH3:4].C(OCC)(=O)C.O>C(O)C>[CH2:1]([C:5]1[N:6]([CH2:20][C:21]2[CH:22]=[CH:23][C:24]([C:27]3[C:28]([C:33]#[N:34])=[CH:29][CH:30]=[CH:31][CH:32]=3)=[CH:25][CH:26]=2)[C:7](=[O:19])[C:8]([CH2:12][CH:13]([OH:18])[C:14]([CH3:16])([CH3:17])[CH3:15])=[C:9]([CH3:11])[N:10]=1)[CH2:2][CH2:3][CH3:4]. Procedure: To a solution of 4′-{[2-butyl-5-(3,3-dimethyl-2-oxobutyl)-4-methyl-6-oxopyrimidin-1(6H)-yl]methyl}biphenyl-2-carbonitrile (0.33 g) in ethanol (4 mL) was added sodium tetrahydroboron (0.053 g), and the mixture was stirred at room temperature for 3 hr. Ethyl acetate and water were added to the reaction mixture, and the aqueous layer was extracted with ethyl acetate. The organic layer was washed with saturated brine and dried over anhydrous magnesium sulfate. The solvent was evaporated and the resi... Starting materials: CCOC(=O)C (EtOAc), CC(=O)OI1(C=2C=CC=CC2C(=O)O1)(OC(=O)C)OC(=O)C (Dess-Martin periodinane), C(C1=CC=CC=C1)OC(=O)N1CC(CCCC1)CO (3-Hydroxymethyl-azepan-1-carboxylic Acid Benzyl Ester). The solvent is C(Cl)Cl (CH2Cl2). Conditions: time 1 hour. Yields the product C(C1=CC=CC=C1)OC(=O)N1CC(CCCC1)C=O (3-Formyl-azepane-1-carboxylic Acid Benzyl Ester). Yield: 23.5%. RXN SMILES: CC(OI1(OC(C)=O)(OC(C)=O)OC(=O)C2C=CC=CC1=2)=O.[CH2:23]([O:30][C:31]([N:33]1[CH2:39][CH2:38][CH2:37][CH2:36][CH:35]([CH2:40][OH:41])[CH2:34]1)=[O:32])[C:24]1[CH:29]=[CH:28][CH:27]=[CH:26][CH:25]=1.CCOC(C)=O>C(Cl)Cl>[CH2:23]([O:30][C:31]([N:33]1[CH2:39][CH2:38][CH2:37][CH2:36][CH:35]([CH:40]=[O:41])[CH2:34]1)=[O:32])[C:24]1[CH:29]=[CH:28][CH:27]=[CH:26][CH:25]=1. Procedure: Dess-Martin periodinane (2.78 g, 6.56 mmol) was slowly added to a stirring 0° C. solution of 3-hydroxymethyl-azepane-1-carboxylic acid benzyl ester (146) (1.2516 g, 5.02 mmol) in CH2Cl2 (18.2 mL). The reaction was stirred for 1 hour until the reaction was judged complete by HPLC. The reaction was concentrated in vacuo, and a minimal amount of CH2Cl2 was added. Et2O was added to precipitate the periodinane by-product, and the reaction was filtered, concentrated, and immediately purified through a...